From a dataset of the Open Reaction Database (ORD), a public repository of structured organic reaction records. describe an organic reaction: reactants, conditions, products, and yield As a reaction SMILES: [OH:1][CH:2]([C:7](=[O:25])[C:8]1[CH:13]=[CH:12][C:11]([O:14][C:15]2[CH:16]=[C:17]([C:21]([F:24])([F:23])[F:22])[CH:18]=[CH:19][CH:20]=2)=[CH:10][CH:9]=1)S(O)(=O)=O.[Na].Cl.S(=O)=O>O>[OH2:1].[O:25]=[C:7]([C:8]1[CH:13]=[CH:12][C:11]([O:14][C:15]2[CH:20]=[CH:19][CH:18]=[C:17]([C:21]([F:22])([F:23])[F:24])[CH:16]=2)=[CH:10][CH:9]=1)[CH:2]=[O:1] |f:5.6,^1:25|. Solvent: O (water). Reported procedure: A 374 g. portion of hydroxy[p-(α,α,α-trifluoro-m-tolyloxy)benzoyl]methanesulfonic acid, sodium salt was suspended in 3485 ml. of water and the mixture was stirred at 50° C. while 316 ml. of 6N hydrochloric acid were added during 30 minutes. The cloudy solution was warmed slowly until sulfur dioxide evolution ceased and an oil began to separate at about 75° C., then was stirred and heated at reflux for 1.5 hours. The mixture was cooled and extracted with three 1000 ml. portions of ether. The extr... Yields the product O.O=C(C=O)C1=CC=C(C=C1)OC1=CC(=CC=C1)C(F)(F)F (α-Oxo-4-[3-(trifluoromethyl)phenoxy]benzeneethanal, monohydrate). Reactants: OC(S(=O)(=O)O)C(C1=CC=C(C=C1)OC=1C=C(C=CC1)C(F)(F)F)=O (hydroxy[p-(α,α,α-trifluoro-m-tolyloxy)benzoyl]methanesulfonic acid), S(=O)=O (sulfur dioxide), [Na] (sodium), Cl (hydrochloric acid). Starting materials: CCO, O=[N+]([O-])c1ccc(Cl)nc1, Cl, NCc1ccccc1. RXN SMILES: [CH3:20][CH2:21][OH:22].[Cl:1][c:2]1[n:3][cH:4][c:5]([N+:8](=[O:9])[O-:10])[cH:6][cH:7]1.[ClH:19].[NH2:11][CH2:12][c:13]1[cH:14][cH:15][cH:16][cH:17][cH:18]1>>[c:2]1([NH:11][CH2:12][c:13]2[cH:14][cH:15][cH:16][cH:17][cH:18]2)[n:3][cH:4][c:5]([N+:8](=[O:9])[O-:10])[cH:6][cH:7]1. Yields the product O=[N+]([O-])c1ccc(NCc2ccccc2)nc1. Starting materials: C1COC2(CCC(CC2)(C=2SC=CC2)N(C)C)O1 (4-dimethylamino-4-(2-thienyl)cyclohexanone ethylene ketal), ClC1=CC=C(C=C1)C1(CCC(CC1)=O)N(C)C (4-(p-chlorophenyl)-4-dimethylaminocyclohexanone), ethylene ketal hydrochloride. Product: CN(C1(CCC(CC1)=O)C=1SC=CC1)C (4-dimethylamino-4-(2-thienyl)cyclohexanone). Yield: 64.0%. RXN SMILES: C1O[C:4]2([CH2:9][CH2:8][C:7]([N:15]([CH3:17])[CH3:16])([C:10]3[S:11][CH:12]=[CH:13][CH:14]=3)[CH2:6][CH2:5]2)[O:3]C1.ClC1C=CC(C2(N(C)C)CCC(=O)CC2)=CC=1>>[CH3:16][N:15]([CH3:17])[C:7]1([C:10]2[S:11][CH:12]=[CH:13][CH:14]=2)[CH2:8][CH2:9][C:4](=[O:3])[CH2:5][CH2:6]1. Procedure details: Following the procedure of Example 2, but substituting the appropriate quantity of 4-dimethylamino-4-(2-thienyl)cyclohexanone ethylene ketal (prepared above in Example 27H) for the 4-(p-chlorophenyl)-4-dimethylaminocyclohexanone, ethylene ketal hydrochloride there is prepared (after recrystallization from methanol-water) the title compound in 64% yield, m.p. 102°-103° C.